This data is from the Open Reaction Database (ORD), a public repository of structured organic reaction records. The task is: describe an organic reaction: reactants, conditions, products, and yield Reported procedure: 5(2-Amino-3,4-dihydro-5-methyl-7-propylimidazo [5,1-f]-as-triazin-4-yl)barbituric acid (0.5 g.) in ethanol (10 ml.) was treated with a solution of hydrogen chloride in ether. The solid was collected and crystallised from a mixture of methanol and ether and had m.p. 200°-205°. Run in C(C)O (ethanol), CCOCC (ether). The product is Cl.NC1=NN2C(C(N1)C1C(NC(NC1=O)=O)=O)=C(N=C2CCC)C (5-(2-Amino-3,4-dihydro-5-methyl-7-propylimidazo[5,1-f]-as-triazin-4-yl)barbituric acid, hydrochloride). Reactants: NC1=NN2C(C(N1)C1C(NC(NC1=O)=O)=O)=C(N=C2CCC)C (5(2-Amino-3,4-dihydro-5-methyl-7-propylimidazo [5,1-f]-as-triazin-4-yl)barbituric acid), Cl (hydrogen chloride). As a reaction SMILES: [NH2:1][C:2]1[NH:7][CH:6]([CH:8]2[C:13](=[O:14])[NH:12][C:11](=[O:15])[NH:10][C:9]2=[O:16])[C:5]2=[C:17]([CH3:23])[N:18]=[C:19]([CH2:20][CH2:21][CH3:22])[N:4]2[N:3]=1.[ClH:24]>C(O)C.CCOCC>[ClH:24].[NH2:1][C:2]1[NH:7][CH:6]([CH:8]2[C:13](=[O:14])[NH:12][C:11](=[O:15])[NH:10][C:9]2=[O:16])[C:5]2=[C:17]([CH3:23])[N:18]=[C:19]([CH2:20][CH2:21][CH3:22])[N:4]2[N:3]=1 |f:4.5|. The reactants are N1CCN2N=CC(=C21)CCC(=O)N (3-(2,3-dihydro-1H-imidazo[1,2-b]pyrazol-7-yl)propanamide), C1(=CC=CC=C1)C(C1=CC=CC=C1)(C1=CC=CC=C1)Cl (triphenylmethyl chloride). The solvent is N1=CC=CC=C1 (pyridine). Run at temperature 60 celsius, time 17 hour. Product: C(C1=CC=CC=C1)(C1=CC=CC=C1)(C1=CC=CC=C1)N1CCN2N=CC(=C21)CCC(=O)N (3-(1-trityl-2,3-dihydro-1H-imidazo[1,2-b]pyrazol-7-yl)propanamide). Yield: 79.6%. Reaction SMILES: [NH:1]1[C:8]2[N:4]([N:5]=[CH:6][C:7]=2[CH2:9][CH2:10][C:11]([NH2:13])=[O:12])[CH2:3][CH2:2]1.[C:14]1([C:20](Cl)([C:27]2[CH:32]=[CH:31][CH:30]=[CH:29][CH:28]=2)[C:21]2[CH:26]=[CH:25][CH:24]=[CH:23][CH:22]=2)[CH:19]=[CH:18][CH:17]=[CH:16][CH:15]=1>N1C=CC=CC=1>[C:20]([N:1]1[C:8]2[N:4]([N:5]=[CH:6][C:7]=2[CH2:9][CH2:10][C:11]([NH2:13])=[O:12])[CH2:3][CH2:2]1)([C:14]1[CH:19]=[CH:18][CH:17]=[CH:16][CH:15]=1)([C:27]1[CH:28]=[CH:29][CH:30]=[CH:31][CH:32]=1)[C:21]1[CH:22]=[CH:23][CH:24]=[CH:25][CH:26]=1. Procedure: To a solution of 3-(2,3-dihydro-1H-imidazo[1,2-b]pyrazol-7-yl)propanamide (6 g) in pyridine (60 ml) was added triphenylmethyl chloride (11.1 g) at room temperature. The mixture was stirred at 60° C. for 17 hours. The reaction mixture was evaporated under reduced pressure and extracted with ethyl acetate. The extract was dried over anhydrous magnesium sulfate, filtered, and evaporated in vacuo. The residue was triturated with diisopropyl ether and dried in vacuo to give 3-(1-trityl-2,3-dihydro-1H... Reactants: Cl.N12CCC(CC1)(CC2)C(=O)O (Quinuclidine-4-carboxylic acid hydrochloride), [H-].[Al+3].[Li+].[H-].[H-].[H-] (lithium aluminium hydride). The solvent is O1CCCC1 (tetrahydrofuran). The product is N12CCC(CC1)(CC2)CO (Quinuclidin-4-ylmethanol). The yield is 99.1%. As a reaction SMILES: Cl.[N:2]12[CH2:9][CH2:8][C:5]([C:10](O)=[O:11])([CH2:6][CH2:7]1)[CH2:4][CH2:3]2.[H-].[Al+3].[Li+].[H-].[H-].[H-]>O1CCCC1>[N:2]12[CH2:9][CH2:8][C:5]([CH2:10][OH:11])([CH2:6][CH2:7]1)[CH2:4][CH2:3]2 |f:0.1,2.3.4.5.6.7|. Procedure details: Quinuclidine-4-carboxylic acid hydrochloride (3.0 g, 0.016 moles) was treated with lithium aluminium hydride (2.5 g, 0.066 moles) in tetrahydrofuran (150 ml) at ambient temperature for 18 hours. The reaction was worked up as in the method of Example 25 Step 1 to give the title compound 2.24 g (100%). MS (+ve electrospray) m/z 142 (MH+, 100%). Product: C(CCCCCC)OC1=CC=C(C(=O)OC2=C(C=C(C=C2)CC(C(=O)OC(C)(C)C)NC(C2=CC=C(C=C2)N)=O)OC)C=C1 (4-(2-(4-aminobenzamido)-3-(tert-butoxy)-3-oxopropyl)-2-methoxyphenyl 4-(heptyloxy)benzoate). The reagents and catalysts are [Pd] (Pd/C). Conditions: time 8 hour. Reactants: C(CCCCCC)OC1=CC=C(C(=O)OC2=C(C=C(C=C2)CC(C(=O)OC(C)(C)C)NC(C2=CC=C(C=C2)[N+](=O)[O-])=O)OC)C=C1 (4-(3-(tert-butoxy)-2-(4-nitrobenzamido)-3-oxopropyl)-2-methoxyphenyl 4-(heptyloxy)benzoate). Isolated yield 73.0%. RXN SMILES: [CH2:1]([O:8][C:9]1[CH:46]=[CH:45][C:12]([C:13]([O:15][C:16]2[CH:21]=[CH:20][C:19]([CH2:22][CH:23]([NH:31][C:32](=[O:42])[C:33]3[CH:38]=[CH:37][C:36]([N+:39]([O-])=O)=[CH:35][CH:34]=3)[C:24]([O:26][C:27]([CH3:30])([CH3:29])[CH3:28])=[O:25])=[CH:18][C:17]=2[O:43][CH3:44])=[O:14])=[CH:11][CH:10]=1)[CH2:2][CH2:3][CH2:4][CH2:5][CH2:6][CH3:7]>[Pd]>[CH2:1]([O:8][C:9]1[CH:46]=[CH:45][C:12]([C:13]([O:15][C:16]2[CH:21]=[CH:20][C:19]([CH2:22][CH:23]([NH:31][C:32](=[O:42])[C:33]3[CH:38]=[CH:37][C:36]([NH2:39])=[CH:35][CH:34]=3)[C:24]([O:26][C:27]([CH3:28])([CH3:30])[CH3:29])=[O:25])=[CH:18][C:17]=2[O:43][CH3:44])=[O:14])=[CH:11][CH:10]=1)[CH2:2][CH2:3][CH2:4][CH2:5][CH2:6][CH3:7]. Reported procedure: Prepared using General Procedure 9: A stirred solution of 4-(3-(tert-butoxy)-2-(4-nitrobenzamido)-3-oxopropyl)-2-methoxyphenyl 4-(heptyloxy)benzoate INT-8 (1.70 g, 2.68 mmol) in THF (30 mL) was degassed under N2 flow. Pd/C (10 wt % 0.17 g, 0.16 mmol) was added and the suspension was degassed under N2 flow. The reaction vessel was flushed with hydrogen gas and the reaction was stirred under an atmosphere of hydrogen overnight. The reaction was diluted with THF (10 mL) and filtered over celite. Th... Procedure: n-Hexane (6 l), diethylaluminum monochloride (DEAC) (5.0 mols) and diisoamyl ether (12.0 mols) were mixed at 25° C. for 5 minutes, followed by reacting these at the same temperature for 5 minutes to obtain a reaction fluid (I) (the molar ratio of diisoamyl ether/DEAC:2.4). TiCl4 (40 mols) was introduced into a reactor equipped with a stirrer and purged with nitrogen and heated to 35° C., followed by dropwise adding thereto the total quantity of the above reaction fluid (I) over 180 minutes, ther... The solvent is CCCCCC (n-Hexane). Product: ( I ), C(CC(C)C)OCCC(C)C.[Cl-].C(C)[Al+]CC (diisoamyl ether DEAC). Starting materials: [Cl-].C(C)[Al+]CC (diethylaluminum monochloride), C(CC(C)C)OCCC(C)C (diisoamyl ether). Reaction SMILES: [Cl-:1].[CH2:2]([Al+:4][CH2:5][CH3:6])[CH3:3].[CH2:7]([O:12][CH2:13][CH2:14][CH:15]([CH3:17])[CH3:16])[CH2:8][CH:9]([CH3:11])[CH3:10]>CCCCCC>[CH2:13]([O:12][CH2:7][CH2:8][CH:9]([CH3:11])[CH3:10])[CH2:14][CH:15]([CH3:16])[CH3:17].[Cl-:1].[CH2:2]([Al+:4][CH2:5][CH3:6])[CH3:3] |f:0.1,4.5.6|. Reactants: OCCCC1=C(C(=CC=C1)C)O (2-(3-hydroxypropyl)-6-methylphenol), N1=CC=CC=C1 (pyridine), S(=O)(Cl)Cl (thionyl chloride). Reagents/catalysts: CN(C=O)C (N,N-dimethylformamide). Run in O1CCCC1 (tetrahydrofuran). Run at temperature 60 celsius, time 2 hour. The product is ClCCCC1=C(C(=CC=C1)C)O (2-(3-chloropropyl)-6-methylphenol). As a reaction SMILES: O[CH2:2][CH2:3][CH2:4][C:5]1[CH:10]=[CH:9][CH:8]=[C:7]([CH3:11])[C:6]=1[OH:12].N1C=CC=CC=1.S(Cl)([Cl:21])=O>O1CCCC1.CN(C)C=O>[Cl:21][CH2:2][CH2:3][CH2:4][C:5]1[CH:10]=[CH:9][CH:8]=[C:7]([CH3:11])[C:6]=1[OH:12]. Procedure details: To a solution of 2-(3-hydroxypropyl)-6-methylphenol (3.0 g) in tetrahydrofuran (30 mL) were added pyridine (730 μL), thionyl chloride (2 mL) and one drop of N,N-dimethylformamide. After stirring at 60° C. for 2 hours, the reaction mixture was evaporated, and then diethyl ether was added to the residue. The resulting solution was washed with distilled water and brine, dried over anhydrous magnesium sulfate and evaporated in vacuo to give the title compound in quantitative yield.